Dataset: the Open Reaction Database (ORD), a public repository of structured organic reaction records. Task: describe an organic reaction: reactants, conditions, products, and yield Starting materials: ClC=1C(=CC(=C(C1)C(C)=O)O)F (1-(5-chloro-4-fluoro-2-hydroxyphenyl)ethanone), C(C)(=O)O (acetic acid), BrN1C(CCC1=O)=O (N-bromosuccinimide). Reaction conditions: time 18 hour. Product: BrC=1C(=C(C=C(C1F)Cl)C(C)=O)O (1-(3-Bromo-5-chloro-4-fluoro-2-hydroxyphenyl)ethanone). The yield is 93.0%. Reaction SMILES: [Cl:1][C:2]1[C:3]([F:12])=[CH:4][C:5]([OH:11])=[C:6]([C:8](=[O:10])[CH3:9])[CH:7]=1.C(O)(=O)C.[Br:17]N1C(=O)CCC1=O>>[Br:17][C:4]1[C:5]([OH:11])=[C:6]([C:8](=[O:10])[CH3:9])[CH:7]=[C:2]([Cl:1])[C:3]=1[F:12]. Procedure: To a stirred solution of 1-(5-chloro-4-fluoro-2-hydroxyphenyl)ethanone (7.9 g, 42 mmol) in acetic acid (80 mL, 1.0 mol) was added N-bromosuccinimide (9.0 g, 50 mmol) and the resulting mixture was stirred at rt for 18 h. The reaction mixture was concentrated in vacuo, neutralized with saturated sodium bicarbonate and extracted with ethyl acetate. The combined organic layers were washed with brine, dried over sodium sulfate, and concentrated to dryness under reduced pressure. The residue was purif... Starting materials: OC1=C(C=C(C=C1)CCCC(=O)OC)C1=C(C=CC(=C1)CCCC(=O)OC)O (2,2'-dihydroxy-5,5'-bis (3-methoxycarbonylpropyl) biphenyl), CI (methyl iodide), C([O-])([O-])=O.[K+].[K+] (potassium carbonate). Reagents/catalysts: [Cu] (copper). The solvent is CN(C)C=O (DMF). The product is COC1=C(C=C(C=C1)CCCC(=O)OC)C1=C(C=CC(=C1)CCCC(=O)OC)O (2-methoxy-2'-hydroxy-5,5 '-bis (3-methoxycarbonylpropyl) biphenyl). The yield is 76.7%. RXN SMILES: [OH:1][C:2]1[CH:7]=[CH:6][C:5]([CH2:8][CH2:9][CH2:10][C:11]([O:13][CH3:14])=[O:12])=[CH:4][C:3]=1[C:15]1[CH:20]=[C:19]([CH2:21][CH2:22][CH2:23][C:24]([O:26][CH3:27])=[O:25])[CH:18]=[CH:17][C:16]=1[OH:28].CI.[C:31](=O)([O-])[O-].[K+].[K+]>[Cu].CN(C=O)C>[CH3:31][O:1][C:2]1[CH:7]=[CH:6][C:5]([CH2:8][CH2:9][CH2:10][C:11]([O:13][CH3:14])=[O:12])=[CH:4][C:3]=1[C:15]1[CH:20]=[C:19]([CH2:21][CH2:22][CH2:23][C:24]([O:26][CH3:27])=[O:25])[CH:18]=[CH:17][C:16]=1[OH:28] |f:2.3.4|. Procedure: To 5 ml of a DMF solution containing 200 mg (0.5181 mmol) of 2,2'-dihydroxy-5,5'-bis (3-methoxycarbonylpropyl) biphenyl and 0.329 ml (5.181 mmol) of methyl iodide, there were added 85.5 mg (0.6217 mmol) of anhydrous potassium carbonate and a small amount of copper powder and the resulting mixture was agitated for 4 hours at room temperature. The reaction mixture was filtered by suction through Celite to remove the solid matter and the filtrate was washed with ethyl acetate. After the solvent in ... Starting materials: CCOC(=O)C1(COc2ccc3c(c2)CN(C(=O)OC(C)(C)C)CC3)CCN(c2ccncc2)CC1, ClC(Cl)Cl, O=C(O)C(F)(F)F. Product: CCOC(=O)C1(COc2ccc3c(c2)CNCC3)CCN(c2ccncc2)CC1. As a reaction SMILES: [C:1]([O:2][C:3](=[O:4])[N:8]1[CH2:9][c:10]2[cH:11][c:12]([O:18][CH2:19][C:20]3([C:32](=[O:33])[O:34][CH2:35][CH3:36])[CH2:21][CH2:22][N:23]([c:26]4[cH:27][cH:28][n:29][cH:30][cH:31]4)[CH2:24][CH2:25]3)[cH:13][cH:14][c:15]2[CH2:16][CH2:17]1)([CH3:5])([CH3:6])[CH3:7].[CH:44]([Cl:45])([Cl:46])[Cl:47].[OH:37][C:38]([C:39]([F:40])([F:41])[F:42])=[O:43]>>[NH:8]1[CH2:9][c:10]2[cH:11][c:12]([O:18][CH2:19][C:20]3([C:32](=[O:33])[O:34][CH2:35][CH3:36])[CH2:21][CH2:22][N:23]([c:26]4[cH:27][cH:28][n:29][cH:30][cH:31]4)[CH2:24][CH2:25]3)[cH:13][cH:14][c:15]2[CH2:16][CH2:17]1. The reactants are Cl, Cl, Nc1ccc(-c2ccc(NC(=O)C3CN4CCC3CC4)cc2)cc1, O=S(=O)(Cl)c1ccccc1, c1ccncc1. Product: Cl, O=C(Nc1ccc(-c2ccc(NS(=O)(=O)c3ccccc3)cc2)cc1)C1CN2CCC1CC2. Reaction SMILES: [ClH:1].[ClH:2].[NH2:3][c:4]1[cH:5][cH:6][c:7](-[c:10]2[cH:11][cH:12][c:13]([NH:16][C:17](=[O:18])[CH:19]3[CH2:20][N:21]4[CH2:22][CH2:23][CH:24]3[CH2:25][CH2:26]4)[cH:14][cH:15]2)[cH:8][cH:9]1.[c:27]1([S:33](=[O:34])(=[O:35])[Cl:36])[cH:28][cH:29][cH:30][cH:31][cH:32]1.[cH:37]1[cH:38][cH:39][n:40][cH:41][cH:42]1>>[ClH:36].[NH:3]([c:4]1[cH:5][cH:6][c:7](-[c:10]2[cH:11][cH:12][c:13]([NH:16][C:17](=[O:18])[CH:19]3[CH2:20][N:21]4[CH2:22][CH2:23][CH:24]3[CH2:25][CH2:26]4)[cH:14][cH:15]2)[cH:8][cH:9]1)[S:33]([c:27]1[cH:28][cH:29][cH:30][cH:31][cH:32]1)(=[O:34])=[O:35]. Reactants: COC(=O)C1=CC=C(C=C1)NC1(CCN(CC1)C1=C(C=C(C=C1)N1C(O[C@H](C1)CNC(C)=O)=O)F)C#N ((S)—N-{3-[4-(4-(4-methoxycarbonylphenylamino)-4-cyanopiperidin-1-yl)-3-fluorophenyl]-2-oxo-oxazolidin-5-ylmethyl}-acetamide), COC=1C=CC(=CC1)P2(=S)SP(=S)(S2)C=3C=CC(=CC3)OC (Lawesson's reagent). Yields the product COC(=O)C1=CC=C(C=C1)NC1(CCN(CC1)C1=C(C=C(C=C1)N1C(O[C@H](C1)CNC(C)=S)=O)F)C#N ((S)—N-{3-[4-(4-(4-Methoxycarbonylphenylamino)-4-cyanopiperidin-1-yl)-3-fluorophenyl]-2-oxo-oxazolidin-5-ylmethyl}-thioacetamide). Yield: 61.0%. RXN SMILES: [CH3:1][O:2][C:3]([C:5]1[CH:10]=[CH:9][C:8]([NH:11][C:12]2([C:36]#[N:37])[CH2:17][CH2:16][N:15]([C:18]3[CH:23]=[CH:22][C:21]([N:24]4[CH2:28][C@H:27]([CH2:29][NH:30][C:31](=O)[CH3:32])[O:26][C:25]4=[O:34])=[CH:20][C:19]=3[F:35])[CH2:14][CH2:13]2)=[CH:7][CH:6]=1)=[O:4].COC1C=CC(P2(SP(C3C=CC(OC)=CC=3)(=S)S2)=[S:47])=CC=1>>[CH3:1][O:2][C:3]([C:5]1[CH:10]=[CH:9][C:8]([NH:11][C:12]2([C:36]#[N:37])[CH2:17][CH2:16][N:15]([C:18]3[CH:23]=[CH:22][C:21]([N:24]4[CH2:28][C@H:27]([CH2:29][NH:30][C:31](=[S:47])[CH3:32])[O:26][C:25]4=[O:34])=[CH:20][C:19]=3[F:35])[CH2:14][CH2:13]2)=[CH:7][CH:6]=1)=[O:4]. Procedure details: By using procedure as described in Example 82 and by reacting (S)—N-{3-[4-(4-(4-methoxycarbonylphenylamino)-4-cyanopiperidin-1-yl)-3-fluorophenyl]-2-oxo-oxazolidin-5-ylmethyl}-acetamide and Lawesson's reagent the compound was obtained in 61% yield. Starting materials: C(C1=CC=CC=C1)OC=1C=C(C=CC1)C1=C(C=C(C=C1)Cl)NC(CCl)=O (N-[2-(3-(Benzyloxy)phenyl)-5-chlorophenyl]-2-chloroacetamide), C(O)CN (ethanolamine), CCOC(=O)C (EtOAc). Run in C(C)(=O)OC(C)C (isopropyl acetate). Conditions: temperature 55 celsius. Product: C(C1=CC=CC=C1)OC=1C=C(C=CC1)C1=C(C=C(C=C1)Cl)NC(CNCCO)=O (N-[2-(3-(Benzyloxy)phenyl)-5-chlorophenyl]-2-[(2-hydroxyethyl)amino]acetamide). Reaction SMILES: [CH2:1]([O:8][C:9]1[CH:10]=[C:11]([C:15]2[CH:20]=[CH:19][C:18]([Cl:21])=[CH:17][C:16]=2[NH:22][C:23](=[O:26])[CH2:24]Cl)[CH:12]=[CH:13][CH:14]=1)[C:2]1[CH:7]=[CH:6][CH:5]=[CH:4][CH:3]=1.[CH2:27]([CH2:29][NH2:30])[OH:28].CCOC(C)=O>C(OC(C)C)(=O)C>[CH2:1]([O:8][C:9]1[CH:10]=[C:11]([C:15]2[CH:20]=[CH:19][C:18]([Cl:21])=[CH:17][C:16]=2[NH:22][C:23](=[O:26])[CH2:24][NH:30][CH2:29][CH2:27][OH:28])[CH:12]=[CH:13][CH:14]=1)[C:2]1[CH:7]=[CH:6][CH:5]=[CH:4][CH:3]=1. Reported procedure: To a solution of the product from Step C (1.07 g, 2.66 mmol) in 5 mL of isopropyl acetate was added ethanolamine (0.643 mL, 10.6 mmol). The reaction was warmed to 55° C. for 2 hours, then cooled to room temperature. The solution was poured into EtOAc, washed with sat. aq. NaHCO3 and brine, dried (Na2SO4), filtered, and concentrated in vacuo. The titled product was obtained as a brown foam. The reactants are O[C@@H]1CNCC1 ((s)-3-hydroxypyrrolidine), O (water), ClC1=NC=2N(C(=C1)NC1CCOCC1)N=C(C2)C2=NC1=CC=CC=C1N=C2C (5-chloro-2-(3-methylquinoxalin-2-yl)-N-(tetrahydro-2H-pyran-4-yl)pyrazolo[1,5-a]pyrimidin-7-amine), Example 1.001 ( g ). Solvent: CN1C(CCC1)=O (N-methyl-2-pyrrolidinone). Run at temperature 80 celsius. The product is CC=1C(=NC2=CC=CC=C2N1)C1=NN2C(N=C(C=C2NC2CCOCC2)N2CC(CC2)O)=C1 (1-[2-(3-methylquinoxalin-2-yl)-7-(tetrahydro-2H-pyran-4-ylamino)pyrazolo[1,5-a]pyrimidin-5-yl]pyrrolidin-3-ol), compound. RXN SMILES: Cl[C:2]1[CH:7]=[C:6]([NH:8][CH:9]2[CH2:14][CH2:13][O:12][CH2:11][CH2:10]2)[N:5]2[N:15]=[C:16]([C:18]3[C:27]([CH3:28])=[N:26][C:25]4[C:20](=[CH:21][CH:22]=[CH:23][CH:24]=4)[N:19]=3)[CH:17]=[C:4]2[N:3]=1.[OH:29][C@H:30]1[CH2:34][CH2:33][NH:32][CH2:31]1.O>CN1CCCC1=O>[CH3:28][C:27]1[C:18]([C:16]2[CH:17]=[C:4]3[N:3]=[C:2]([N:32]4[CH2:33][CH2:34][CH:30]([OH:29])[CH2:31]4)[CH:7]=[C:6]([NH:8][CH:9]4[CH2:14][CH2:13][O:12][CH2:11][CH2:10]4)[N:5]3[N:15]=2)=[N:19][C:20]2[C:25]([N:26]=1)=[CH:24][CH:23]=[CH:22][CH:21]=2. Procedure details: A suspension of 5-chloro-2-(3-methylquinoxalin-2-yl)-N-(tetrahydro-2H-pyran-4-yl)pyrazolo[1,5-a]pyrimidin-7-amine (Example 1.001 (g)) (398 mg, 1.01 mmol) and (s)-3-hydroxypyrrolidine (351 mg, 4.03 mmol) in N-methyl-2-pyrrolidinone (5.0 mL) was heated at 80° C. for 6 h. Then the reaction mixture was poured into cold water. The resulting precipitate was collected and purified by silica gel column chromatography (ethyl acetate to ethyl acetate:methanol=7:3) to give 1-[2-(3-methylquinoxalin-2-yl)-7-...